Dataset: the Open Reaction Database (ORD), a public repository of structured organic reaction records. Task: describe an organic reaction: reactants, conditions, products, and yield The reactants are N#Cc1ccc(-c2ccc(O)cc2)cc1, CCCCCCCCC(=O)O, [Cl-], c1ccncc1, c1ccccc1. The product is CCCCCCCCC(=O)Oc1ccc(-c2ccc(C#N)cc2)cc1. Reaction SMILES: [C:1](#[N:2])[c:3]1[cH:4][cH:5][c:6](-[c:9]2[cH:10][cH:11][c:12]([OH:15])[cH:13][cH:14]2)[cH:7][cH:8]1.[C:23]([CH2:24][CH2:25][CH2:26][CH2:27][CH2:28][CH2:29][CH2:30][CH3:31])(=[O:32])[OH:33].[Cl-:22].[cH:16]1[cH:17][cH:18][n:19][cH:20][cH:21]1.[cH:34]1[cH:35][cH:36][cH:37][cH:38][cH:39]1>>[C:1](#[N:2])[c:3]1[cH:4][cH:5][c:6](-[c:9]2[cH:10][cH:11][c:12]([O:15][C:23]([CH2:24][CH2:25][CH2:26][CH2:27][CH2:28][CH2:29][CH2:30][CH3:31])=[O:32])[cH:13][cH:14]2)[cH:7][cH:8]1. The reactants are C(CCC)C1=C(C=NN1C1=NC=C(C(=N1)C=1SC=CC1)C)CN ((5-butyl-1-(5-methyl-4-(thiophen-2-yl)pyrimidin-2-yl)-1H-pyrazol-4-yl)methanamine), CN1C(=NC=C1S(=O)(=O)Cl)C (1,2-dimethyl-1H-imidazole-5-sulfonyl chloride), C(C)(C)N(CC)C(C)C (diisopropylethylamine). Procedure: The title compound was prepared by mixing a sample of (5-butyl-1-(5-methyl-4-(thiophen-2-yl)pyrimidin-2-yl)-1H-pyrazol-4-yl)methanamine, (from Step 3 of Example 36), 1,2-dimethyl-1H-imidazole-5-sulfonyl chloride and diisopropylethylamine in dichloromethane. 1H NMR (400 MHz, CD3OD) δ 8.68 (s 1H), 7.94 (m, 1H), 7.78 (m, 1H), 7.56 (m, 1H), 7.37 (m, 1H), 7.29 (m, 1H), 4.09 (s 2H), 3.70 (s 3H), 3.18 (br t, 2H), 2.64 (s, 3H), 2.35 (s, 3H), 1.49 (m, 2H), 1.32 (m, 2H), 0.84 (m 3H). LCMS (ES+) m/z 486 (M... Solvent: ClCCl (dichloromethane). Yields the product C(CCC)C1=C(C=NN1C1=NC=C(C(=N1)C=1SC=CC1)C)CNS(=O)(=O)C1=CN=C(N1C)C (N-((5-Butyl-1-(5-methyl-4-(thiophen-2-yl)pyrimidin-2-yl)-1H-pyrazol-4-yl)methyl)-1,2-dimethyl-1H-imidazole-5-sulfonamide). As a reaction SMILES: [CH2:1]([C:5]1[N:9]([C:10]2[N:15]=[C:14]([C:16]3[S:17][CH:18]=[CH:19][CH:20]=3)[C:13]([CH3:21])=[CH:12][N:11]=2)[N:8]=[CH:7][C:6]=1[CH2:22][NH2:23])[CH2:2][CH2:3][CH3:4].[CH3:24][N:25]1[C:29]([S:30](Cl)(=[O:32])=[O:31])=[CH:28][N:27]=[C:26]1[CH3:34].C(N(C(C)C)CC)(C)C>ClCCl>[CH2:1]([C:5]1[N:9]([C:10]2[N:15]=[C:14]([C:16]3[S:17][CH:18]=[CH:19][CH:20]=3)[C:13]([CH3:21])=[CH:12][N:11]=2)[N:8]=[CH:7][C:6]=1[CH2:22][NH:23][S:30]([C:29]1[N:25]([CH3:24])[C:26]([CH3:34])=[N:27][CH:28]=1)(=[O:32])=[O:31])[CH2:2][CH2:3][CH3:4]. Reactants: C1=CN=C(N=C1N)Cl, C1=CN=CC=C1I. The reagents and catalysts are C(=O)([O-])[O-].[Cs+].[Cs+], CC(C1CCCC1P(C2CCCCC2)C3CCCCC3)P(C(C)(C)C)C(C)(C)C.C1CCCC1.[Fe], CC(=O)O.CC(=O)O.[Pd]. Solvent: C1COCCO1. Conditions: temperature 80 celsius. Product: C1=CN=CC=C1NC2=NC(=NC=C2)Cl. Yield: 45.3%. Reported procedure: diacetoxypalladium (0.035 g, 0.15 mmol) was added to a mixture of 2-chloropyrimidin-4-amine (0.250 g, 1.93 mmol), 4-iodopyridine (0.396 g, 1.93 mmol), cesium carbonate (0.755 g, 2.32 mmol) and (R)-(-)-1-[(S)-2-(DICYCLOHEXYLPHOSPHINO)FERROCENYL]ETHYLDI-T-BUTYLPHOSPHINE (0.105 g, 0.19 mmol) in 1,4-dioxane (10 mL) and the reaction mixture stirred for 18 hours at 80 °C under nitrogen. EtOAc (50ml) was added to the reaction mixture and then the organics washed with water (3 x 50ml), brine (50ml) and ... Starting materials: OC[C@H]1N(C[C@H]2C[C@H]2C1)C(=O)OC(C)(C)C (1,1-dimethylethyl (1S,4S,6S)-4-(hydroxymethyl)-3-azabicyclo[4.1.0]heptane-3-carboxylate), C1(=CC=CC=C1)P(C1=CC=CC=C1)C1=CC=CC=C1 (triphenylphosphine), C1(C=2C(C(N1)=O)=CC=CC2)=O (phthalimide), CC(C)OC(=O)/N=N/C(=O)OC(C)C (DIAD). The solvent is C1CCOC1 (THF), O (water). Reaction conditions: temperature 50 celsius, time 1 hour. Product: O=C1N(C(C2=CC=CC=C12)=O)C[C@H]1N(C[C@H]2C[C@H]2C1)C(=O)OC(C)(C)C (1,1-dimethylethyl (1S,4S,6S)-4-[(1,3-dioxo-1,3-dihydro-2H-isoindol-2-yl)methyl]-3-azabicyclo[4.1.0]heptane-3-carboxylate). Reaction SMILES: O[CH2:2][C@@H:3]1[CH2:9][C@H:8]2[C@H:6]([CH2:7]2)[CH2:5][N:4]1[C:10]([O:12][C:13]([CH3:16])([CH3:15])[CH3:14])=[O:11].C1(P(C2C=CC=CC=2)C2C=CC=CC=2)C=CC=CC=1.[C:36]1(=[O:46])[NH:40][C:39](=[O:41])[C:38]2=[CH:42][CH:43]=[CH:44][CH:45]=[C:37]12.CC(OC(/N=N/C(OC(C)C)=O)=O)C>C1COCC1.O>[O:41]=[C:39]1[C:38]2[C:37](=[CH:45][CH:44]=[CH:43][CH:42]=2)[C:36](=[O:46])[N:40]1[CH2:2][C@@H:3]1[CH2:9][C@H:8]2[C@H:6]([CH2:7]2)[CH2:5][N:4]1[C:10]([O:12][C:13]([CH3:16])([CH3:15])[CH3:14])=[O:11]. Reported procedure: 1,1-dimethylethyl (1S,4S,6S)-4-(hydroxymethyl)-3-azabicyclo[4.1.0]heptane-3-carboxylate D27 (310 mg), triphenylphosphine (1073 mg, 4.09 mmol) and phthalimide (502 mg, 3.41 mmol) were collected together and dissolved in THF (7 ml). The mixture was brought to 50° C. and then DIAD (0.796 ml, 4.09 mmol) was added dropwise. The mixture was stirred for 1 hour at 50° C. then 1 ml of water were added. Volatiles were removed in vacuum and the resulting crude was purified by silica gel chromatography (col... Starting materials: CCOC(=O)CCCBr, CC#N, CCOC(C)=O, CCN(C(C)C)C(C)C, CC(C)Oc1ccc(-c2nc(-c3ccc4c(c3)CNCCO4)no2)cc1Cl. The product is CCOC(=O)CCCN1CCOc2ccc(-c3noc(-c4ccc(OC(C)C)c(Cl)c4)n3)cc2C1. RXN SMILES: [Br:37][CH2:38][CH2:39][CH2:40][C:41](=[O:42])[O:43][CH2:44][CH3:45].[CH3:46][C:47]#[N:48].[CH3:49][CH2:50][O:51][C:52]([CH3:53])=[O:54].[CH:28]([N:29]([CH2:30][CH3:31])[CH:32]([CH3:33])[CH3:34])([CH3:35])[CH3:36].[Cl:1][c:2]1[cH:3][c:4](-[c:12]2[n:13][c:14](-[c:17]3[cH:18][cH:19][c:20]4[c:21]([cH:27]3)[CH2:22][NH:23][CH2:24][CH2:25][O:26]4)[n:15][o:16]2)[cH:5][cH:6][c:7]1[O:8][CH:9]([CH3:10])[CH3:11]>>[Cl:1][c:2]1[cH:3][c:4](-[c:12]2[n:13][c:14](-[c:17]3[cH:18][cH:19][c:20]4[c:21]([cH:27]3)[CH2:22][N:23]([CH2:38][CH2:39][CH2:40][C:41](=[O:42])[O:43][CH2:44][CH3:45])[CH2:24][CH2:25][O:26]4)[n:15][o:16]2)[cH:5][cH:6][c:7]1[O:8][CH:9]([CH3:10])[CH3:11]. Reactants: CC(=O)OC(C)=O, CC(=O)O, CN1C(=O)CCC(C)(C)c2ccccc21, O=[N+]([O-])O. Yields the product CN1C(=O)CCC(C)(C)c2cc([N+](=O)[O-])ccc21. RXN SMILES: [CH3:20][C:21]([O:22][C:23](=[O:24])[CH3:25])=[O:26].[CH3:27][C:28](=[O:29])[OH:30].[CH3:5][N:6]1[C:7](=[O:19])[CH2:8][CH2:9][C:10]([CH3:17])([CH3:18])[c:11]2[c:12]1[cH:13][cH:14][cH:15][cH:16]2.[OH:1][N+:2]([O-:3])=[O:4]>>[O-:1][N+:2](=[O:4])[c:15]1[cH:14][cH:13][c:12]2[c:11]([cH:16]1)[C:10]([CH3:17])([CH3:18])[CH2:9][CH2:8][C:7](=[O:19])[N:6]2[CH3:5]. Reactants: O=C1CCC(=O)N1Br, Cc1c(NS(C)(=O)=O)cccc1N(Cc1ccccc1)Cc1ccc(Oc2cccc(OCCCO)c2)cc1, CCOC(C)=O, CN(C)C=O, c1ccc(P(c2ccccc2)c2ccccc2)cc1. The product is Cc1c(NS(C)(=O)=O)cccc1N(Cc1ccccc1)Cc1ccc(Oc2cccc(OCCCBr)c2)cc1. Reaction SMILES: [Br:59][N:60]1[C:61](=[O:62])[CH2:63][CH2:64][C:65]1=[O:66].[CH2:1]([c:2]1[cH:3][cH:4][cH:5][cH:6][cH:7]1)[N:8]([c:9]1[c:10]([CH3:20])[c:11]([NH:15][S:16](=[O:17])(=[O:18])[CH3:19])[cH:12][cH:13][cH:14]1)[CH2:21][c:22]1[cH:23][cH:24][c:25]([O:28][c:29]2[cH:30][c:31]([O:35][CH2:36][CH2:37][CH2:38][OH:39])[cH:32][cH:33][cH:34]2)[cH:26][cH:27]1.[CH3:72][CH2:73][O:74][C:75](=[O:76])[CH3:77].[O:67]=[CH:68][N:69]([CH3:70])[CH3:71].[c:40]1([P:41]([c:42]2[cH:43][cH:44][cH:45][cH:46][cH:47]2)[c:48]2[cH:49][cH:50][cH:51][cH:52][cH:53]2)[cH:54][cH:55][cH:56][cH:57][cH:58]1>>[CH2:1]([c:2]1[cH:3][cH:4][cH:5][cH:6][cH:7]1)[N:8]([c:9]1[c:10]([CH3:20])[c:11]([NH:15][S:16](=[O:17])(=[O:18])[CH3:19])[cH:12][cH:13][cH:14]1)[CH2:21][c:22]1[cH:23][cH:24][c:25]([O:28][c:29]2[cH:30][c:31]([O:35][CH2:36][CH2:37][CH2:38][Br:59])[cH:32][cH:33][cH:34]2)[cH:26][cH:27]1. Reactants: COC(=O)C1C2=CC=C(C=C2C2CCCCC2C1C1=CC=C(C=C1)OC)OC (6-methoxy-10-(4-methoxy-phenyl)-1,2,3,4,4a,9,10,10a-octahydro-phenanthren-9-carboxylic acid methyl ester), [H-].[Al+3].[Li+].[H-].[H-].[H-] (lithium aluminum hydride), O1CCCC1 (tetrahydrofuran), [C@@H]([C@H](C(=O)[O-])O)(C(=O)[O-])O.[Na+].[K+] (Rochelle's salt). The solvent is C(C)(=O)OCC (ethyl acetate). Conditions: time 3 hour. Product: COC=1C=C2C3CCCCC3C(C(C2=CC1)CO)C1=CC=C(C=C1)OC ([6-Methoxy-10-(4-methoxy-phenyl)-1,2,3,4,4a,9,10,10a-octahydro-phenanthren-9-yl]-methanol). The yield is 89.9%. RXN SMILES: C[O:2][C:3]([CH:5]1[CH:18]([C:19]2[CH:24]=[CH:23][C:22]([O:25][CH3:26])=[CH:21][CH:20]=2)[CH:17]2[CH:12]([CH2:13][CH2:14][CH2:15][CH2:16]2)[C:11]2[C:6]1=[CH:7][CH:8]=[C:9]([O:27][CH3:28])[CH:10]=2)=O.[H-].[Al+3].[Li+].[H-].[H-].[H-].O1CCCC1.[C@H](O)(C([O-])=O)[C@@H](O)C([O-])=O.[Na+].[K+]>C(OCC)(=O)C>[CH3:28][O:27][C:9]1[CH:10]=[C:11]2[C:6](=[CH:7][CH:8]=1)[CH:5]([CH2:3][OH:2])[CH:18]([C:19]1[CH:24]=[CH:23][C:22]([O:25][CH3:26])=[CH:21][CH:20]=1)[CH:17]1[CH:12]2[CH2:13][CH2:14][CH2:15][CH2:16]1 |f:1.2.3.4.5.6,8.9.10|. Reported procedure: Combine 6-methoxy-10-(4-methoxy-phenyl)-1,2,3,4,4a,9,10,10a-octahydro-phenanthren-9-carboxylic acid methyl ester (4.25 g, 11.17 mmol), lithium aluminum hydride (1.20 g, 32.39 mmol), and tetrahydrofuran (150 mL), and reflux under nitrogen atmosphere. After 3 hours, quench reaction by adding reaction to a stirred solution of Rochelle's salt (Na K Tartrate) and ethyl acetate. After several hours, separate the organic phase and wash with brine. Dry the organic phase with anhydrous sodium sulfate and...